This data is from the Open Reaction Database (ORD), a public repository of structured organic reaction records. The task is: describe an organic reaction: reactants, conditions, products, and yield Reactants: ClCCl, CCCCCC, CC(C)C(C(=CO)C(c1ccc(F)cc1)c1ccc(F)cc1)C(C)C, O=[Cr](=O)([O-])Cl, c1cc[nH+]cc1. Yields the product CC(C)C(C(C=O)=C(c1ccc(F)cc1)c1ccc(F)cc1)C(C)C. Reaction SMILES: [CH2:43]([Cl:44])[Cl:45].[CH3:37][CH2:38][CH2:39][CH2:40][CH2:41][CH3:42].[F:12][c:13]1[cH:14][cH:15][c:16]([CH:19]([C:20](=[CH:21][OH:22])[CH:23]([CH:24]([CH3:25])[CH3:26])[CH:27]([CH3:28])[CH3:29])[c:30]2[cH:31][cH:32][c:33]([F:36])[cH:34][cH:35]2)[cH:17][cH:18]1.[O:1]=[Cr:2]([Cl:3])([O-:4])=[O:5].[nH+:6]1[cH:7][cH:8][cH:9][cH:10][cH:11]1>>[F:12][c:13]1[cH:14][cH:15][c:16]([C:19](=[C:20]([CH:21]=[O:22])[CH:23]([CH:24]([CH3:25])[CH3:26])[CH:27]([CH3:28])[CH3:29])[c:30]2[cH:31][cH:32][c:33]([F:36])[cH:34][cH:35]2)[cH:17][cH:18]1. Starting materials: NC1=NC(C=2C(=N1)N=CC2)=O (2-aminopyrrolo(2,3-d)pyrimidin-4-one), C(CCCCCCCCCCCCCCCCC)(=O)Cl (octadecanoyl chloride). Yields the product C(CCCCCCCCCCCCCCCCC)(=O)NC1=NC(C=2C(=N1)N=CC2)=O (2-octadecanoylaminopyrrolo(2,3-d)pyrimidin-4-one). RXN SMILES: [NH2:1][C:2]1[N:7]=[C:6]2[N:8]=[CH:9][CH:10]=[C:5]2[C:4](=[O:11])[N:3]=1.[C:12](Cl)(=[O:30])[CH2:13][CH2:14][CH2:15][CH2:16][CH2:17][CH2:18][CH2:19][CH2:20][CH2:21][CH2:22][CH2:23][CH2:24][CH2:25][CH2:26][CH2:27][CH2:28][CH3:29]>>[C:12]([NH:1][C:2]1[N:7]=[C:6]2[N:8]=[CH:9][CH:10]=[C:5]2[C:4](=[O:11])[N:3]=1)(=[O:30])[CH2:13][CH2:14][CH2:15][CH2:16][CH2:17][CH2:18][CH2:19][CH2:20][CH2:21][CH2:22][CH2:23][CH2:24][CH2:25][CH2:26][CH2:27][CH2:28][CH3:29]. Procedure details: Using 2-aminopyrrolo(2,3-d)pyrimidin-4-one and octadecanoyl chloride, the above-identified compound is produced by the same procedure as Reference Example 2. Reactants: CCCCN=C=O, C1CCOC1, NCc1ccc(Nc2n[nH]c3ncnc(Nc4cccc(Cl)c4)c23)cc1, O. Yields the product CCCCNC(=O)NCc1ccc(Nc2n[nH]c3ncnc(Nc4cccc(Cl)c4)c23)cc1. RXN SMILES: [CH2:28]([CH2:29][CH2:30][CH3:31])[N:32]=[C:33]=[O:34].[CH2:35]1[O:36][CH2:37][CH2:38][CH2:39]1.[NH2:2][CH2:3][c:4]1[cH:5][cH:6][c:7]([NH:10][c:11]2[n:12][nH:13][c:14]3[n:15][cH:16][n:17][c:18]([NH:20][c:21]4[cH:22][c:23]([Cl:27])[cH:24][cH:25][cH:26]4)[c:19]23)[cH:8][cH:9]1.[OH2:1]>>[NH:2]([CH2:3][c:4]1[cH:5][cH:6][c:7]([NH:10][c:11]2[n:12][nH:13][c:14]3[n:15][cH:16][n:17][c:18]([NH:20][c:21]4[cH:22][c:23]([Cl:27])[cH:24][cH:25][cH:26]4)[c:19]23)[cH:8][cH:9]1)[C:33]([NH:32][CH2:28][CH2:29][CH2:30][CH3:31])=[O:34]. Reactants: N1(CCOCC1)C(=O)N1CC(CC(C1)C1=CC=C(C=C1)C(F)(F)F)C(=O)O (1-(morpholin-4-ylcarbonyl)-5-[4-(trifluoromethyl)phenyl]piperidine-3-carboxylic acid), ON=C(CS(=O)(=O)C)N (N′-hydroxy-2-(methylsulphonyl)ethanimidamide). The product is CS(=O)(=O)CC1=NOC(=N1)C1CN(CC(C1)C1=CC=C(C=C1)C(F)(F)F)C(=O)N1CCOCC1 (4-({3-(3-Methylsulphonylmethyl-1,2,4-oxadiazol-5-yl)-5-[4-(trifluoromethyl)phenyl]piperidin-1-yl}carbonyl)morpholine). As a reaction SMILES: [N:1]1([C:7]([N:9]2[CH2:14][CH:13]([C:15]3[CH:20]=[CH:19][C:18]([C:21]([F:24])([F:23])[F:22])=[CH:17][CH:16]=3)[CH2:12][CH:11]([C:25]([OH:27])=O)[CH2:10]2)=[O:8])[CH2:6][CH2:5][O:4][CH2:3][CH2:2]1.O[N:29]=[C:30]([NH2:36])[CH2:31][S:32]([CH3:35])(=[O:34])=[O:33]>>[CH3:35][S:32]([CH2:31][C:30]1[N:36]=[C:25]([CH:11]2[CH2:12][CH:13]([C:15]3[CH:16]=[CH:17][C:18]([C:21]([F:24])([F:22])[F:23])=[CH:19][CH:20]=3)[CH2:14][N:9]([C:7]([N:1]3[CH2:6][CH2:5][O:4][CH2:3][CH2:2]3)=[O:8])[CH2:10]2)[O:27][N:29]=1)(=[O:34])=[O:33]. Reported procedure: 250 mg (about 0.65 mmol) of 1-(morpholin-4-ylcarbonyl)-5-[4-(trifluoromethyl)phenyl]piperidine-3-carboxylic acid and 108 mg (0.71 mmol) of N′-hydroxy-2-(methylsulphonyl)ethanimidamide were reacted according to the General Method 1. Yield: 5 mg (2% of theory) Starting materials: Cl (hydrochloric acid), FC1=CC=CC=2C3=CC=CC(=C3CC12)F (1,8-difluorofluorene), C(CC)(=O)Cl (propionyl chloride), [Cl-].[Al+3].[Cl-].[Cl-] (aluminum chloride). The solvent is C(=S)=S (carbon disulfide). Conditions: time 2 hour. The product is C(CC)(=O)C1=C(C=2CC3=C(C=CC=C3C2C=C1)F)F (2-propionyl-1,8-difluorofluorene). The yield is 31.8%. RXN SMILES: [F:1][C:2]1[C:14]2[CH2:13][C:12]3[C:7](=[CH:8][CH:9]=[CH:10][C:11]=3[F:15])[C:6]=2[CH:5]=[CH:4][CH:3]=1.[Cl-].[Al+3].[Cl-].[Cl-].[C:20](Cl)(=[O:23])[CH2:21][CH3:22].Cl>C(=S)=S>[C:20]([C:10]1[CH:9]=[CH:8][C:7]2[C:6]3[C:14](=[C:2]([F:1])[CH:3]=[CH:4][CH:5]=3)[CH2:13][C:12]=2[C:11]=1[F:15])(=[O:23])[CH2:21][CH3:22] |f:1.2.3.4|. Procedure details: 50.5 g of 1,8-difluorofluorene (K-1) was dissolved in 150 ml of carbon disulfide, and the temperature was lowered to −10° C. With the temperature maintained at this level, 30 g of anhydrous aluminum chloride was added, and with the temperature still held at −10° C., 25.4 g of propionyl chloride was added dropwise over a period of 30 minutes, and the mixture was then stirred at the same temperature for 2 hours. Following completion of the stirring, the reaction mixture was poured into 200 ml of c... Starting materials: C(CCCCCCCCCCC)N (dodecylamine), C1(\C=C/C(=O)O1)=O (maleic anhydride), resultant mixture, P(O)(O)(O)=O (ortho-phosphoric acid), COC1=CC=C(C=C1)O (p-methoxyphenol). The reagents and catalysts are C(C)(=O)[O-].[Zn+2].C(C)(=O)[O-] (zinc acetate). Run in C=1(C(=CC=CC1)C)C (xylene), C=1(C(=CC=CC1)C)C (xylene), O (water). Run at temperature 150 celsius, time 120 minute. The product is C(CCCCCCCCCCC)N1C(C=CC1=O)=O (N-dodecyl maleimide). As a reaction SMILES: [C:1]1(=[O:7])O[C:4](=[O:5])[CH:3]=[CH:2]1.[CH2:8]([NH2:20])[CH2:9][CH2:10][CH2:11][CH2:12][CH2:13][CH2:14][CH2:15][CH2:16][CH2:17][CH2:18][CH3:19].P(=O)(O)(O)O.COC1C=CC(O)=CC=1>C1(C)C(C)=CC=CC=1.C([O-])(=O)C.[Zn+2].C([O-])(=O)C.O>[CH2:8]([N:20]1[C:4](=[O:5])[CH:3]=[CH:2][C:1]1=[O:7])[CH2:9][CH2:10][CH2:11][CH2:12][CH2:13][CH2:14][CH2:15][CH2:16][CH2:17][CH2:18][CH3:19] |f:5.6.7|. Reported procedure: A glass flask having an inner volume of 3 liters was fitted with a theremometer, a stirrer and a water separater. This reactor was charged with 240 g of a xylene solution containing 120 g of maleic anhydride. Then, a solution of 220 g of dodecylamine in 1880 g of xylene was added thereto gradually and piecemeal at 40° C. over a period of 120 minutes. After the addition was completed, the resultant mixture and 65.4 g of ortho-phosphoric acid (purity 89% by weight), 0.672 g of p-methoxyphenol, and... The reactants are COC1=C(C(=CC=C1)C#CC(=O)C1=CN=C2N1C=CC(=C2)OCCOC)NC(OC(C)(C)C)=O (tert-butyl 2-methoxy-6-(3-(7-(2-methoxyethoxy)imidazo[1,2-a]pyridin-3-yl)-3-oxoprop-1-ynyl)phenylcarbamate), [I-].[Na+] (sodium iodide). The solvent is C(C)(=O)O.C(=O)O (acetic acid formic acid). Run at temperature 60 celsius. Yields the product IC1=CC(=NC2=C(C=CC=C12)OC)C1=CN=C2N1C=CC(=C2)OCCOC (4-iodo-8-methoxy-2-(7-(2-methoxyethoxy)imidazo[1,2-a]pyridin-3-yl)quinoline). The yield is 92.0%. As a reaction SMILES: [CH3:1][O:2][C:3]1[CH:8]=[CH:7][CH:6]=[C:5]([C:9]#[C:10][C:11]([C:13]2[N:17]3[CH:18]=[CH:19][C:20]([O:22][CH2:23][CH2:24][O:25][CH3:26])=[CH:21][C:16]3=[N:15][CH:14]=2)=O)[C:4]=1[NH:27]C(=O)OC(C)(C)C.[I-:35].[Na+]>C(O)(=O)C.C(O)=O>[I:35][C:9]1[C:5]2[C:4](=[C:3]([O:2][CH3:1])[CH:8]=[CH:7][CH:6]=2)[N:27]=[C:11]([C:13]2[N:17]3[CH:18]=[CH:19][C:20]([O:22][CH2:23][CH2:24][O:25][CH3:26])=[CH:21][C:16]3=[N:15][CH:14]=2)[CH:10]=1 |f:1.2,3.4|. Reported procedure: To tert-butyl 2-methoxy-6-(3-(7-(2-methoxyethoxy)imidazo[1,2-a]pyridin-3-yl)-3-oxoprop-1-ynyl)phenylcarbamate (2.51 g, 5.39 mmol) and sodium iodide (16.2 g, 108 mmol) was added acetic acid/formic acid (5 mL/5 mL). The reaction vessel was purged with N2 and heated to 60° C. for 3 hours. The reaction was then cooled to ambient temperature and diluted with H2O/DCM (50 mL/100 mL), followed by extraction with DCM. The combined organics were washed with saturated NaHCO3, dried over Na2SO4, filtered an...